Dataset: the Open Reaction Database (ORD), a public repository of structured organic reaction records. Task: describe an organic reaction: reactants, conditions, products, and yield Reactants: CNC1CCN(C(=O)C2CCN(C(C)=O)CC2)CC1c1ccc(Cl)c(Cl)c1, O=C(O)c1nccn1-c1ccccc1C(F)(F)F. The product is CC(=O)N1CCC(C(=O)N2CCC(N(C)C(=O)c3nccn3-c3ccccc3C(F)(F)F)C(c3ccc(Cl)c(Cl)c3)C2)CC1. As a reaction SMILES: [C:1]([CH3:2])(=[O:3])[N:4]1[CH2:5][CH2:6][CH:7]([C:10](=[O:11])[N:12]2[CH2:13][CH:14]([c:20]3[cH:21][c:22]([Cl:27])[c:23]([Cl:26])[cH:24][cH:25]3)[CH:15]([NH:18][CH3:19])[CH2:16][CH2:17]2)[CH2:8][CH2:9]1.[F:28][C:29]([c:30]1[c:31](-[n:36]2[c:37]([C:41](=[O:42])[OH:43])[n:38][cH:39][cH:40]2)[cH:32][cH:33][cH:34][cH:35]1)([F:44])[F:45]>>[C:1]([CH3:2])(=[O:3])[N:4]1[CH2:5][CH2:6][CH:7]([C:10](=[O:11])[N:12]2[CH2:13][CH:14]([c:20]3[cH:21][c:22]([Cl:27])[c:23]([Cl:26])[cH:24][cH:25]3)[CH:15]([N:18]([CH3:19])[C:41]([c:37]3[n:36](-[c:31]4[c:30]([C:29]([F:28])([F:44])[F:45])[cH:35][cH:34][cH:33][cH:32]4)[cH:40][cH:39][n:38]3)=[O:43])[CH2:16][CH2:17]2)[CH2:8][CH2:9]1. Reactants: CSc1cc(=O)c2ccc(C(F)(F)F)cc2s1, O, O=S(=O)(O)O. Yields the product CSc1cc(=O)c2ccc(C(=O)O)cc2s1. Reaction SMILES: [F:1][C:2]([c:3]1[cH:4][c:5]2[c:6]([c:7](=[O:13])[cH:8][c:9]([S:11][CH3:12])[s:10]2)[cH:14][cH:15]1)([F:16])[F:17].[OH2:23].[S:18]([OH:19])(=[O:20])(=[O:21])[OH:22]>>[C:2]([c:3]1[cH:4][c:5]2[c:6]([c:7](=[O:13])[cH:8][c:9]([S:11][CH3:12])[s:10]2)[cH:14][cH:15]1)([OH:19])=[O:23]. RXN SMILES: C1(OC2C=CC=CC=2)C=CC=CC=1.[C:14]([N:17]1[CH2:22][CH2:21][N:20]([C:23]2[N:28]=[C:27]([NH:29][CH:30]=[C:31]([C:37]([O:39]CC)=O)[C:32]([O:34][CH2:35][CH3:36])=[O:33])[CH:26]=[CH:25][N:24]=2)[CH2:19][CH2:18]1)(=[O:16])[CH3:15]>CCCCCC>[C:14]([N:17]1[CH2:18][CH2:19][N:20]([C:23]2[N:24]=[CH:25][C:26]3[C:37](=[O:39])[C:31]([C:32]([O:34][CH2:35][CH3:36])=[O:33])=[CH:30][NH:29][C:27]=3[N:28]=2)[CH2:21][CH2:22]1)(=[O:16])[CH3:15]. The reactants are C1(=CC=CC=C1)OC1=CC=CC=C1 (diphenyl ether), C(C)(=O)N1CCN(CC1)C1=NC=CC(=N1)NC=C(C(=O)OCC)C(=O)OCC (diethyl N-[2-(4-acetyl-1-piperazinyl)-4-pyrimidinyl]-aminomethylenemalonate). Yields the product C(C)(=O)N1CCN(CC1)C=1N=CC2=C(N1)NC=C(C2=O)C(=O)OCC (ethyl 2-(4-acetyl-1-piperazinyl)-5,8-dihydro-5-oxopyrido[2,3-d] pyrimidine-6-carboxylate). Solvent: CCCCCC (n-hexane). Isolated yield 86.1%. Procedure: To diphenyl ether (16ml) kept at 250°-255° C. was added with stirring diethyl N-[2-(4-acetyl-1-piperazinyl)-4-pyrimidinyl]-aminomethylenemalonate (2.0g). The mixture was gently refluxed for 10 minutes, and then allowed to cool to room temperature. To the mixture was added n-hexane (12ml). The resulting precipitate was collected, washed with ethanol, and recrystallized from ethanol to yield ethyl 2-(4-acetyl-1-piperazinyl)-5,8-dihydro-5-oxopyrido[2,3-d] pyrimidine-6-carboxylate (1.52 g), m.p. 300... Procedure details: Prepared using General Procedure 2: To a solution of (S)-5-(5-(1-((tert-butyldimethylsilyl)oxy)-2,3-dihydro-1H-inden-4-yl)-1,3,4-thiadiazol-2-yl)-2-fluorobenzonitrile (21 mg, 0.04 mmol) in IPA (2 mL) was added sodium isopropoxide (5 mg, 0.06 mmol). The reaction mixture was heated at 60° C. for 2 h. Upon cooling, the solvent was evaporated and the product was purified by a silica gel column chromatography (EA/hexanes) to afford (S)-5-(5-(1-((tert-butyldimethylsilyl)oxy)-2,3-dihydro-1H-inden-4-yl)... Conditions: temperature 60 celsius. The product is [Si](C)(C)(C(C)(C)C)O[C@H]1CCC2=C(C=CC=C12)C1=NN=C(S1)C=1C=CC(=C(C#N)C1)OC(C)C ((S)-5-(5-(1-((tert-butyldimethylsilyl)oxy)-2,3-dihydro-1H-inden-4-yl)-1,3,4-thiadiazol-2-yl)-2-isopropoxybenzonitrile). Yield: 76.3%. Starting materials: [Si](C)(C)(C(C)(C)C)O[C@H]1CCC2=C(C=CC=C12)C1=NN=C(S1)C=1C=CC(=C(C#N)C1)F ((S)-5-(5-(1-((tert-butyldimethylsilyl)oxy)-2,3-dihydro-1H-inden-4-yl)-1,3,4-thiadiazol-2-yl)-2-fluorobenzonitrile), CC([O-])C.[Na+] (sodium isopropoxide). The solvent is CC(C)O (IPA). RXN SMILES: [Si:1]([O:8][C@@H:9]1[C:17]2[C:12](=[C:13]([C:18]3[S:22][C:21]([C:23]4[CH:24]=[CH:25][C:26](F)=[C:27]([CH:30]=4)[C:28]#[N:29])=[N:20][N:19]=3)[CH:14]=[CH:15][CH:16]=2)[CH2:11][CH2:10]1)([C:4]([CH3:7])([CH3:6])[CH3:5])([CH3:3])[CH3:2].[CH3:32][CH:33]([CH3:35])[O-:34].[Na+]>CC(O)C>[Si:1]([O:8][C@@H:9]1[C:17]2[C:12](=[C:13]([C:18]3[S:22][C:21]([C:23]4[CH:24]=[CH:25][C:26]([O:34][CH:33]([CH3:35])[CH3:32])=[C:27]([CH:30]=4)[C:28]#[N:29])=[N:20][N:19]=3)[CH:14]=[CH:15][CH:16]=2)[CH2:11][CH2:10]1)([C:4]([CH3:7])([CH3:6])[CH3:5])([CH3:3])[CH3:2] |f:1.2|. Yields the product S1C(=NC2=C1C=CC=C2)C2=C(C=C(C=C2)N(C)C)[N+](=O)[O-] ((4-benzothiazol-2-yl-3-nitrophenyl)-dimethylamine). The reactants are amine, CN(C1=CC(=C(C=O)C=C1)[N+](=O)[O-])C (4-dimethylamino-2-nitrobenzaldehyde), A-2333378, NC1=C(C=CC=C1)S (2-aminothiophenol). Procedure: The amine may be obtained, for example in analogy to methods described in DE-A-2333378. For example, the educts 2-aminothiophenol and 4-dimethylamino-2-nitrobenzaldehyde may be reacted to obtain (4-benzothiazol-2-yl-3-nitrophenyl)-dimethylamine, whose nitro group may be reduced to the amine in a conventional manner (e.g. using SnCl2/HCl), and the product is reacted with methane sulfochloride. RXN SMILES: [NH2:1][C:2]1[CH:7]=[CH:6][CH:5]=[CH:4][C:3]=1[SH:8].[CH3:9][N:10]([CH3:22])[C:11]1[CH:18]=[CH:17][C:14]([CH:15]=O)=[C:13]([N+:19]([O-:21])=[O:20])[CH:12]=1>>[S:8]1[C:3]2[CH:4]=[CH:5][CH:6]=[CH:7][C:2]=2[N:1]=[C:15]1[C:14]1[CH:17]=[CH:18][C:11]([N:10]([CH3:9])[CH3:22])=[CH:12][C:13]=1[N+:19]([O-:21])=[O:20]. Reactants: [Si](C)(C)(C(C)(C)C)O[C@@H]([C@H](C=1OC(=NN1)C1=CC(=C(C=C1)F)O[Si](C)(C)C(C)(C)C)NC1=C(C(=C(C#N)C=C1)Cl)C)C (4-((1R,2R)-2-(tert-butyldimethylsilyloxy)-1-(5-(3-(tert-butyldimethylsilyloxy)-4-fluoro phenyl)-1,3,4-oxadiazol-2-yl)propylamino)-2-chloro-3-methylbenzonitrile), CCCC[N+](CCCC)(CCCC)CCCC.[F-] (TBAF). Solvent: C1CCOC1 (THF). Run at temperature -55 celsius. Product: ClC1=C(C#N)C=CC(=C1C)N[C@H]([C@@H](C)O)C=1OC(=NN1)C1=CC(=C(C=C1)F)O (2-Chloro-4-((1R,2R)-1-(5-(4-fluoro-3-hydroxyphenyl)-1,3,4-oxadiazol-2-yl)-2-hydroxypropylamino)-3-methylbenzonitrile). Yield: 91.7%. Reaction SMILES: [Si]([O:8][C@H:9]([CH3:42])[C@@H:10]([NH:31][C:32]1[CH:39]=[CH:38][C:35]([C:36]#[N:37])=[C:34]([Cl:40])[C:33]=1[CH3:41])[C:11]1[O:12][C:13]([C:16]2[CH:21]=[CH:20][C:19]([F:22])=[C:18]([O:23][Si](C(C)(C)C)(C)C)[CH:17]=2)=[N:14][N:15]=1)(C(C)(C)C)(C)C.CCCC[N+](CCCC)(CCCC)CCCC.[F-]>C1COCC1>[Cl:40][C:34]1[C:33]([CH3:41])=[C:32]([NH:31][C@@H:10]([C:11]2[O:12][C:13]([C:16]3[CH:21]=[CH:20][C:19]([F:22])=[C:18]([OH:23])[CH:17]=3)=[N:14][N:15]=2)[C@H:9]([OH:8])[CH3:42])[CH:39]=[CH:38][C:35]=1[C:36]#[N:37] |f:1.2|. Procedure details: 4-((1R,2R)-2-(tert-butyldimethylsilyloxy)-1-(5-(3-(tert-butyldimethylsilyloxy)-4-fluoro phenyl)-1,3,4-oxadiazol-2-yl)propylamino)-2-chloro-3-methylbenzonitrile (1.11 g, 1.76 mmol) was dissolved in THF (40 mL) and cooled down to −55° C. under N2 atmosphere. TBAF (1.0 M solution in THF, 4.21 ml, 4.22 mmol) was added to the pre-cooled solution slowly and the temperature allowed to rise gradually. After the reaction was complete, it was quenched with a saturated aqueous NH4Cl solution and extracted ...